Task: describe an organic reaction: reactants, conditions, products, and yield. Dataset: the Open Reaction Database (ORD), a public repository of structured organic reaction records Starting materials: C(C)OC=1C(=CC2=C(C(=NCC(N2)=O)C2=CC=CC=C2)C1)OCC (7,8-diethoxy-5-phenyl-1,3-dihydro-2H-1,4-benzodiazepin-2-one), CI (MeI), BrCC(=O)OCC (ethyl bromoacetate). Yields the product C(C)OC=1C(=CC2=C(C(=NCC(N2CC(=O)OCC)=O)C2=CC=CC=C2)C1)OCC (ethyl (7,8-diethoxy-2-oxo-5-phenyl-2,3-dihydro-1H-1,4-benzodiazepin-1-yl)acetate). Yield: 55.0%. Reaction SMILES: [CH2:1]([O:3][C:4]1[C:5]([O:22][CH2:23][CH3:24])=[CH:6][C:7]2[NH:13][C:12](=[O:14])[CH2:11][N:10]=[C:9]([C:15]3[CH:20]=[CH:19][CH:18]=[CH:17][CH:16]=3)[C:8]=2[CH:21]=1)[CH3:2].CI.Br[CH2:28][C:29]([O:31][CH2:32][CH3:33])=[O:30]>>[CH2:1]([O:3][C:4]1[C:5]([O:22][CH2:23][CH3:24])=[CH:6][C:7]2[N:13]([CH2:28][C:29]([O:31][CH2:32][CH3:33])=[O:30])[C:12](=[O:14])[CH2:11][N:10]=[C:9]([C:15]3[CH:20]=[CH:19][CH:18]=[CH:17][CH:16]=3)[C:8]=2[CH:21]=1)[CH3:2]. Procedure details: By replacing 5-(4-bromophenyl)-7,8-dimethoxy-1,3-dihydro-2H-1,4-benzodiazepin-2-one (XXIIaf) in example IIba by 7,8-diethoxy-5-phenyl-1,3-dihydro-2H-1,4-benzodiazepin-2-one (XXIIag), and MeI by ethyl bromoacetate, and proceeding in the same manner, the abovenamed product is obtained. Yield: 55%. M: 160–162° C. 1H-NMR (CDCl3, 200 MHz): d 1.21 (t, 3H, CH3), 1.36 (t, 3H, CH3), 1.50 (t, 3H, CH3), 3.88–4.26 (m, 7H, 3×OCH2+1H CH2) 4.49 (AB system, ? d=0.17, JAB=17.4, 2H, —NCH2), 4.80 (m, 1H CH2), 6.71... Reactants: F[B-](F)(F)F, CN(C)C=O, CC(C)N1CCN(C(=O)c2ccc3[nH]c(C(=O)O)cc3c2)CC1, CCN(C(C)C)C(C)C, Cl, FC(F)(F)C1CCNCC1, CN(C)C(On1nnc2ccccc21)=[N+](C)C. The product is CC(C)N1CCN(C(=O)c2ccc3[nH]c(C(=O)N4CCC(C(F)(F)F)CC4)cc3c2)CC1. RXN SMILES: [B-:25]([F:26])([F:27])([F:28])[F:29].[CH3:66][N:67]([CH3:68])[CH:69]=[O:70].[CH:1]([CH3:2])([CH3:3])[N:4]1[CH2:5][CH2:6][N:7]([C:10](=[O:11])[c:12]2[cH:13][c:14]3[cH:15][c:16]([C:21](=[O:22])[OH:23])[nH:17][c:18]3[cH:19][cH:20]2)[CH2:8][CH2:9]1.[CH:57]([N:58]([CH2:59][CH3:60])[CH:61]([CH3:62])[CH3:63])([CH3:64])[CH3:65].[ClH:24].[F:47][C:48]([CH:49]1[CH2:50][CH2:51][NH:52][CH2:53][CH2:54]1)([F:55])[F:56].[n:30]1([O:31][C:32]([N:33]([CH3:34])[CH3:35])=[N+:36]([CH3:37])[CH3:38])[c:39]2[cH:40][cH:41][cH:42][cH:43][c:44]2[n:45][n:46]1>>[CH:1]([CH3:2])([CH3:3])[N:4]1[CH2:5][CH2:6][N:7]([C:10](=[O:11])[c:12]2[cH:13][c:14]3[cH:15][c:16]([C:21](=[O:23])[N:52]4[CH2:51][CH2:50][CH:49]([C:48]([F:47])([F:55])[F:56])[CH2:54][CH2:53]4)[nH:17][c:18]3[cH:19][cH:20]2)[CH2:8][CH2:9]1.